Dataset: the Open Reaction Database (ORD), a public repository of structured organic reaction records. Task: describe an organic reaction: reactants, conditions, products, and yield Starting materials: Mg, solution, BrC=1SC=CC1 (2-bromothiophene), II (iodine), BrC=1SC=CC1 (2-bromothiophene), [NH4+].[Cl-] (NH4Cl), FC1=CC=C(CCl)C=C1 (4-fluorobenzyl chloride). Reagents/catalysts: Cl[Cu] (CuCl), II (I2). Run in C1CCOC1 (THF), C1CCOC1 (THF). Run at time 2 hour. Yields the product FC1=CC=C(CC=2SC=CC2)C=C1 (2-(4-fluorobenzyl)thiophene). The yield is 99.2%. As a reaction SMILES: Br[C:2]1[S:3][CH:4]=[CH:5][CH:6]=1.II.[F:9][C:10]1[CH:17]=[CH:16][C:13]([CH2:14]Cl)=[CH:12][CH:11]=1.[NH4+].[Cl-]>C1COCC1.Cl[Cu].II>[F:9][C:10]1[CH:17]=[CH:16][C:13]([CH2:14][C:2]2[S:3][CH:4]=[CH:5][CH:6]=2)=[CH:12][CH:11]=1 |f:3.4|. Procedure details: To a suspension of Mg turnings (3 g, 0.123 mol) in THF (40 ml) was added a small amount of solid I2 (20 mg). The mixture was heated to reflux under nitrogen. To the mixture was then added a small reaction-initiating amount (5 ml) of a solution of 19.6 g of 2-bromothiophene in 40 ml of THF. After the iodine color disappeared, the remainder of the 2-bromothiophene solution was added dropwise at a rate to maintainin reflux. After the addition, the mixture was heated under reflux for 2 hours, then w... Starting materials: 2,3-dichloro-4,5-dicyanobenzoquinone, C(C)OC(=O)C=1C(C2=C(N(C(NC2=O)=O)C)NC1C(C)C)C1=CC=C(C=C1)F (6-Ethoxycarbonyl-5-(4-fluorophenyl)-7-isopropyl-1-methyl-2,4-dioxo-1,2,3,4,5,8-hexahydro-pyrido(2,3-d)pyrimidine). The solvent is ClCCl (dichloromethane). Run at time 2 hour. Yields the product C(C)OC(=O)C1=C(C2=C(N(C(NC2=O)=O)C)N=C1C(C)C)C1=CC=C(C=C1)F (6-Ethoxycarbonyl-5-(4-fluorophenyl)-7-isopropyl-1-methyl-2,4-dioxo-1,2,3,4-tetrahydro-pyrido(2,3-d)pyrimidine). RXN SMILES: [CH2:1]([O:3][C:4]([C:6]1[CH:7]([C:22]2[CH:27]=[CH:26][C:25]([F:28])=[CH:24][CH:23]=2)[C:8]2[C:13](=[O:14])[NH:12][C:11](=[O:15])[N:10]([CH3:16])[C:9]=2[NH:17][C:18]=1[CH:19]([CH3:21])[CH3:20])=[O:5])[CH3:2]>ClCCl>[CH2:1]([O:3][C:4]([C:6]1[C:18]([CH:19]([CH3:21])[CH3:20])=[N:17][C:9]2[N:10]([CH3:16])[C:11](=[O:15])[NH:12][C:13](=[O:14])[C:8]=2[C:7]=1[C:22]1[CH:23]=[CH:24][C:25]([F:28])=[CH:26][CH:27]=1)=[O:5])[CH3:2]. Procedure: 11.35 g (50 mmol) of 2,3-dichloro-4,5-dicyanobenzoquinone are added to a suspension of 19.4 g (50 mmol) of the compound from Example 10 in 1 l of dichloromethane and the mixture is stirred at room temperature for 2 h. It is then washed three times with water, and the organic phase is treated with sodium sulphate and active carbon, filtered and concentrated to dryness. 17.5 g (91% of theory) of colorless solid remain. Product: desired product, CC(=O)CC(=O)CC(=O)O (triacetate). Isolated yield 80.0%. Reported procedure: D-panthenol (88 grams, 0.424 moles) and polymer bound dimethylaminopyridine (2 grams) were added to a flask. Acetic anhydride (144.4 grams, 3.3 moles) was slowly added to the stirring mixture, and the resultant exotherm was controlled when the temperature reached 80° C. The mixture was heated at 80° C. and stirred for 9 hours. The flask was then fitted for vacuum distillation, and the acetic acid was removed under reduced pressure to a concentration of about 4% w/w. The catalyst (P-DMAP) was fil... Conditions: temperature 80 celsius, time 9 hour. As a reaction SMILES: OCCCN[C:6](=O)[C@H:7]([C:9]([CH2:12][OH:13])(C)C)[OH:8].CN(C1C=CC=CN=1)C.C([O:27][C:28](=[O:30])[CH3:29])(=O)C>>[CH3:6][C:7]([CH2:9][C:12]([CH2:29][C:28]([OH:27])=[O:30])=[O:13])=[O:8]. Starting materials: C(C)(=O)OC(C)=O (Acetic anhydride), OCCCNC([C@@H](O)C(C)(C)CO)=O (D-panthenol), CN(C)C1=NC=CC=C1 (dimethylaminopyridine). As a reaction SMILES: [F:1][C:2]1[C:15]2[C:14](=[O:16])[C:13]3[C:8](=[CH:9][CH:10]=[CH:11][CH:12]=3)[C:7](=[O:17])[C:6]=2[C:5]([F:18])=[C:4](F)[C:3]=1[F:20].[Cl:21][C:22]1[C:28]([Cl:29])=[CH:27][C:26]([Cl:30])=[C:25]([Cl:31])[C:23]=1[NH2:24]>>[Cl:21][C:22]1[C:28]([Cl:29])=[CH:27][C:26]([Cl:30])=[C:25]([Cl:31])[C:23]=1[NH:24][C:4]1[C:3]([F:20])=[C:2]([F:1])[C:15]2[C:14](=[O:16])[C:13]3[C:8](=[CH:9][CH:10]=[CH:11][CH:12]=3)[C:7](=[O:17])[C:6]=2[C:5]=1[F:18].[Cl:21][C:22]1[C:28]([Cl:29])=[CH:27][C:26]([Cl:30])=[C:25]([Cl:31])[C:23]=1[NH:24][C:4]1[C:3]([NH:24][C:23]2[C:25]([Cl:31])=[C:26]([Cl:30])[CH:27]=[C:28]([Cl:29])[C:22]=2[Cl:21])=[C:2]([F:1])[C:15]2[C:14](=[O:16])[C:13]3[C:8](=[CH:9][CH:10]=[CH:11][CH:12]=3)[C:7](=[O:17])[C:6]=2[C:5]=1[F:18]. Yields the product ClC1=C(NC2=C(C=3C(C4=CC=CC=C4C(C3C(=C2F)F)=O)=O)F)C(=C(C=C1Cl)Cl)Cl (2-(2,3,5,6-tetrachloroanilino)-1,3,4-trifluoroanthraquinone), ClC1=C(NC2=C(C=3C(C4=CC=CC=C4C(C3C(=C2NC2=C(C(=CC(=C2Cl)Cl)Cl)Cl)F)=O)=O)F)C(=C(C=C1Cl)Cl)Cl (2,3-bis(2,3,5,6-tetrachloroanilino)-1,4-difluoroanthraquinone). Reactants: ClC1=C(N)C(=C(C=C1Cl)Cl)Cl (2,3,5,6-tetrachloroaniline), FC1=C(C(=C(C=2C(C3=CC=CC=C3C(C12)=O)=O)F)F)F (1,2,3,4-Tetrafluoroanthraquinone), ClC1=C(N)C(=C(C=C1Cl)Cl)Cl (2,3,5,6-tetrachloroaniline). Reaction conditions: time 10 hour. Procedure details: 2 g of 1,2,3,4-Tetrafluoroanthraquinone and 30 g of 2,3,5,6-tetrachloroaniline were charged in a 50 cc, four necked flask and then the reaction was carried out at 210° C. for about 10 hours. After completion of reaction, 2,3,5,6-tetrachloroaniline was distilled out from the reaction solution and a column purification thereof using a column with a silica gel was effected to give rise to 0.62 g of 2-(2,3,5,6-tetrachloroanilino)-1,3,4-trifluoroanthraquinone (Dye 11') (yield 17.8 mol %) and 0.53 g o... Reactants: BrCCc1c[nH]c2ccccc12, [K+], [K+], [Na], O=S([O-])([O-])=S. Product: O=S([O-])(=S)OCCc1c[nH]c2ccccc12, [K+], [Na]. As a reaction SMILES: [Br:1][CH2:2][CH2:3][c:4]1[cH:5][nH:6][c:7]2[cH:8][cH:9][cH:10][cH:11][c:12]12.[K+:19].[K+:20].[Na:13].[S:14](=[S:15])(=[O:16])([O-:17])[O-:18]>>[CH2:2]([CH2:3][c:4]1[cH:5][nH:6][c:7]2[cH:8][cH:9][cH:10][cH:11][c:12]12)[O:17][S:14](=[S:15])(=[O:16])[O-:18].[K+:19].[Na:13].